This data is from the Open Reaction Database (ORD), a public repository of structured organic reaction records. The task is: describe an organic reaction: reactants, conditions, products, and yield Reactants: N[C@@H]([C@H](O)C1=CC2=C(OCCO2)C=C1)CN1CCCC1 ((1R,2R)-2-amino-1-(2,3-dihydrobenzo[b][1,4]dioxin-6-yl)-3-(pyrrolidin-1-yl)propan-1-ol), COC1=C(C=O)C=CC=C1 (2-methoxy-benzaldehyde). Yields the product N[C@@H]([C@H](O)C1=C(C=CC=C1)OC)CN1CCCC1 ((1R,2R)-2-amino-1-(2-methoxyphenyl)-3-(pyrrolidin-1-yl)propan-1-ol). As a reaction SMILES: [NH2:1][C@H:2]([CH2:15][N:16]1[CH2:20][CH2:19][CH2:18][CH2:17]1)[C@@H:3]([C:5]1[CH:14]=[CH:13][C:8]2OCCO[C:7]=2[CH:6]=1)[OH:4].[CH3:21][O:22]C1C=CC=CC=1C=O>>[NH2:1][C@H:2]([CH2:15][N:16]1[CH2:17][CH2:18][CH2:19][CH2:20]1)[C@@H:3]([C:5]1[CH:6]=[CH:7][CH:8]=[CH:13][C:14]=1[O:22][CH3:21])[OH:4]. Procedure details: Prepared in a manner similar to (1R,2R)-2-amino-1-(2,3-dihydrobenzo[b][1,4]dioxin-6-yl)-3-(pyrrolidin-1-yl)propan-1-ol as described in U.S. Pat. No. 6,855,830 and starting with 2-methoxy-benzaldehyde. Clear oil. HPLC system A 98% (tR=4.52 min) NMR (500 MHz, CDCl3) δ 7.47-7.48 (d, 1H), 7.25-7.29 (1H, M), 6.80-7.02 (m, 1H), 6.87-6.88 (d, 1H), 5.065 (s, 1H), 3.83 (s, 3H), 3.71-3.73 (1H, M), 3.22-3.24 (m, 1H), 2.80-2.84 (m, 1H), 2.55-2.58 (m, 5H), 1.80 (m, 4H). Reactants: [Li]CCCC (n-BuLi), C(C1=CC=CC=C1)N(CC(=O)OCC)CC1=CC=CC=C1 (ethyl 2-(dibenzylamino)-acetate), CC(C(=O)Cl)(C)C (trimethylacetyl chloride). Run in C1CCOC1 (THF), C1CCOC1 (THF). Conditions: time 15 minute. The product is C(C1=CC=CC=C1)N([C@H](C(=O)OCC)C(C(C)(C)C)=O)CC1=CC=CC=C1 (ethyl (2S*)-2-(dibenzylamino)-4,4-dimethyl-3-oxo-pentanoate). Isolated yield 75.6%. As a reaction SMILES: [Li]CCCC.[CH2:6]([N:13]([CH2:20][C:21]1[CH:26]=[CH:25][CH:24]=[CH:23][CH:22]=1)[CH2:14][C:15]([O:17][CH2:18][CH3:19])=[O:16])[C:7]1[CH:12]=[CH:11][CH:10]=[CH:9][CH:8]=1.[CH3:27][C:28]([CH3:33])([CH3:32])[C:29](Cl)=[O:30]>C1COCC1>[CH2:20]([N:13]([CH2:6][C:7]1[CH:8]=[CH:9][CH:10]=[CH:11][CH:12]=1)[C@@H:14]([C:29](=[O:30])[C:28]([CH3:33])([CH3:32])[CH3:27])[C:15]([O:17][CH2:18][CH3:19])=[O:16])[C:21]1[CH:22]=[CH:23][CH:24]=[CH:25][CH:26]=1. Procedure: In a round bottomed flask, at −78° C., under argon atmosphere, a solution of DIPA (0.29 mL, 2.12 mmol) in dry THF (10 ml) was treated with n-BuLi (2.5 M in n-hexane, 0.776 mL, 1.94 mmol). After 30 min a solution of ethyl 2-(dibenzylamino)-acetate [prepared as described in Example 47, step 1] (0.5 g, 1.77 mmol) in dry THF (10 mL) was added dropwise via cannula. After 15 min, trimethylacetyl chloride (0.53 mL, 3.53 mmol) was added dropwise at −78° C. and the mixture stirred for 10 min at rt. The r... Starting materials: CC(=O)O[BH-](OC(C)=O)OC(C)=O, CCCCCCCCCCCc1noc(-c2ccc(C=O)cc2)n1, C1CCOC1, NCCc1ccccc1F, [Na+]. The product is CCCCCCCCCCCc1noc(-c2ccc(CNCCc3ccccc3F)cc2)n1. Reaction SMILES: [C:35]([O:36][BH-:37]([O:38][C:39](=[O:40])[CH3:41])[O:42][C:43](=[O:44])[CH3:45])(=[O:46])[CH3:47].[CH2:1]([CH2:2][CH2:3][CH2:4][CH2:5][CH2:6][CH2:7][CH2:8][CH2:9][CH2:10][CH3:11])[c:12]1[n:13][o:14][c:15](-[c:17]2[cH:18][cH:19][c:20]([CH:21]=[O:22])[cH:23][cH:24]2)[n:16]1.[CH2:49]1[O:50][CH2:51][CH2:52][CH2:53]1.[F:25][c:26]1[c:27]([CH2:32][CH2:33][NH2:34])[cH:28][cH:29][cH:30][cH:31]1.[Na+:48]>>[CH2:1]([CH2:2][CH2:3][CH2:4][CH2:5][CH2:6][CH2:7][CH2:8][CH2:9][CH2:10][CH3:11])[c:12]1[n:13][o:14][c:15](-[c:17]2[cH:18][cH:19][c:20]([CH2:21][NH:34][CH2:33][CH2:32][c:27]3[c:26]([F:25])[cH:31][cH:30][cH:29][cH:28]3)[cH:23][cH:24]2)[n:16]1. Starting materials: CN1CCN(CC1)CCCN2C=3C=CC=CC3SC4=C2C=C(C=C4)Cl (prochlorperazine), C([C@@H](O)[C@@H](O)[C@H](O)[C@H](O)CO)O (mannitol), C(CCCCCCCCCCCCCCCCC)(=O)[O-].[Mg+2].C(CCCCCCCCCCCCCCCCC)(=O)[O-] (magnesium stearate). Run at time 2 minute. The product is CN1CCC=2C=CC=C3C2[C@H]1CC4=C3C(=C(C=C4)O)O.CN1CCN(CC1)CCCN2C=3C=CC=CC3SC4=C2C=C(C=C4)Cl (Apomorphine Prochlorperazine). RXN SMILES: [CH3:1][N:2]1[CH2:7][CH2:6][N:5]([CH2:8][CH2:9][CH2:10][N:11]2[C:20]3[CH:21]=[C:22]([Cl:25])[CH:23]=[CH:24][C:19]=3[S:18][C:17]3[CH:16]=[CH:15][CH:14]=[CH:13][C:12]2=3)[CH2:4][CH2:3]1.[CH2:26]([OH:37])[C@H:27]([C@H:29]([C@@H:31]([C@@H](CO)O)O)O)[OH:28].C([O-])(=O)CCCCCCCCCCCCCCCCC.[Mg+2].C([O-])(=O)CCCCCCCCCCCCCCCCC>>[CH3:10][N:11]1[C@@H:12]2[CH2:17][C:16]3[CH:31]=[CH:29][C:27]([OH:28])=[C:26]([OH:37])[C:15]=3[C:14]3[C:13]2=[C:22]([CH:23]=[CH:24][CH:19]=3)[CH2:21][CH2:20]1.[CH3:1][N:2]1[CH2:7][CH2:6][N:5]([CH2:8][CH2:9][CH2:10][N:11]2[C:20]3[CH:21]=[C:22]([Cl:25])[CH:23]=[CH:24][C:19]=3[S:18][C:17]3[CH:16]=[CH:15][CH:14]=[CH:13][C:12]2=3)[CH2:4][CH2:3]1 |f:2.3.4,5.6|. Procedure details: Separately, prochlorperazine was added to and blended with the mannitol (Part B). Parts A and B were then combined and mixed for about 5 minutes in a V-shaped blender. Next, magnesium stearate was added to the blender, followed by continued blending for about 2 minutes.